This data is from the Open Reaction Database (ORD), a public repository of structured organic reaction records. The task is: describe an organic reaction: reactants, conditions, products, and yield Reaction conditions: time 14 hour. The yield is 90.0%. Reaction SMILES: [F:1][C:2]1[C:10]2[O:9][C:8]([N:11]3[C:19]4[C:14](=[CH:15][CH:16]=[CH:17][CH:18]=4)[CH2:13][CH2:12]3)=[N:7][C:6]=2[CH:5]=[CH:4][C:3]=1[CH2:20][C:21]([O:23]C)=[O:22].[OH-].[Na+]>C1COCC1.CO>[F:1][C:2]1[C:10]2[O:9][C:8]([N:11]3[C:19]4[C:14](=[CH:15][CH:16]=[CH:17][CH:18]=4)[CH2:13][CH2:12]3)=[N:7][C:6]=2[CH:5]=[CH:4][C:3]=1[CH2:20][C:21]([OH:23])=[O:22] |f:1.2,3.4|. Reported procedure: To methyl (7-fluoro-2-(1-indolinyl)-6-benzoxazolyl)acetate (330 mg, 1.01 mmol) were added THF/methanol (2:1, 12 ml) and 1N NaOH (4 ml). After stirring at room temperature for 14 hours, the reaction mixture was distilled under reduced pressure to remove the solvent. The residue was acidified with 1N HCl. The crystals thus precipitated were collected by filtration under reduced pressure, washed with water and dried under reduced pressure to give (7-fluoro-2-(1-indolinyl)-6-benzoxazolyl)acetic acid... Starting materials: FC1=C(C=CC=2N=C(OC21)N2CCC1=CC=CC=C21)CC(=O)OC (methyl (7-fluoro-2-(1-indolinyl)-6-benzoxazolyl)acetate), [OH-].[Na+] (NaOH). Solvent: C1CCOC1.CO (THF methanol). Yields the product FC1=C(C=CC=2N=C(OC21)N2CCC1=CC=CC=C21)CC(=O)O ((7-fluoro-2-(1-indolinyl)-6-benzoxazolyl)acetic acid). The reactants are [Ag+2], COC(=O)c1ccc(CBr)c(OC)c1, N#Cc1ccc2[nH]ccc2c1, O=C([O-])[O-], CCOC(C)=O, Cc1ccccc1. The product is COC(=O)c1ccc(Cc2c[nH]c3ccc(C#N)cc23)c(OC)c1. RXN SMILES: [Ag+2:43].[Br:12][CH2:13][c:14]1[c:15]([O:24][CH3:25])[cH:16][c:17]([C:18](=[O:19])[O:20][CH3:21])[cH:22][cH:23]1.[C:1](#[N:2])[c:3]1[cH:4][c:5]2[cH:6][cH:7][nH:8][c:9]2[cH:10][cH:11]1.[C:39](=[O:40])([O-:41])[O-:42].[CH3:26][CH2:27][O:28][C:29](=[O:30])[CH3:31].[CH3:32][c:33]1[cH:34][cH:35][cH:36][cH:37][cH:38]1>>[C:1](#[N:2])[c:3]1[cH:4][c:5]2[c:6]([CH2:13][c:14]3[c:15]([O:24][CH3:25])[cH:16][c:17]([C:18](=[O:19])[O:20][CH3:21])[cH:22][cH:23]3)[cH:7][nH:8][c:9]2[cH:10][cH:11]1.